From a dataset of the Open Reaction Database (ORD), a public repository of structured organic reaction records. describe an organic reaction: reactants, conditions, products, and yield Reactants: CC(=O)O[BH-](OC(C)=O)OC(C)=O, CCCN1CCC(=O)CC1, COc1cccc(N)c1, CC(=O)O, ClCCCl, [Na+]. The product is CCCN1CCC(Nc2cccc(OC)c2)CC1. RXN SMILES: [C:24]([O:25][BH-:26]([O:27][C:28](=[O:29])[CH3:30])[O:31][C:32](=[O:33])[CH3:34])(=[O:35])[CH3:36].[CH2:1]([CH2:2][CH3:3])[N:4]1[CH2:5][CH2:6][C:7](=[O:10])[CH2:8][CH2:9]1.[CH3:11][O:12][c:13]1[cH:14][c:15]([NH2:19])[cH:16][cH:17][cH:18]1.[CH3:20][C:21](=[O:22])[OH:23].[Cl:38][CH2:39][CH2:40][Cl:41].[Na+:37]>>[CH2:1]([CH2:2][CH3:3])[N:4]1[CH2:5][CH2:6][CH:7]([NH:19][c:15]2[cH:14][c:13]([O:12][CH3:11])[cH:18][cH:17][cH:16]2)[CH2:8][CH2:9]1. Reactants: CC(C)C(NC(=O)c1ccccc1)C(=O)N(CC(=O)NC(C=O)CC(=O)O)Cc1ccccc1, CCOC(=O)CN(Cc1cccc(NC(=O)OC(C)(C)C)c1)C(=O)C(NC(=O)c1ccccc1)C(C)C, CCOC(=O)CN(Cc1cccc(NC(N)=O)c1)C(=O)C(NC(=O)c1ccccc1)C(C)C. Yields the product CC(C)C(NC(=O)c1ccccc1)C(=O)N(CC(=O)NC(C=O)CC(=O)O)Cc1cccc(NC(N)=O)c1. Reaction SMILES: [C:1]([c:2]1[cH:3][cH:4][cH:5][cH:6][cH:7]1)(=[O:8])[NH:9][CH:10]([C:11](=[O:12])[N:13]([CH2:14][C:15](=[O:16])[NH:17][CH:18]([CH2:19][C:20](=[O:21])[OH:22])[CH:23]=[O:24])[CH2:25][c:26]1[cH:27][cH:28][cH:29][cH:30][cH:31]1)[CH:32]([CH3:33])[CH3:34].[CH2:35]([O:36][C:37](=[O:38])[CH2:39][N:40]([C:41](=[O:42])[CH:43]([NH:44][C:45](=[O:46])[c:47]1[cH:48][cH:49][cH:50][cH:51][cH:52]1)[CH:53]([CH3:54])[CH3:55])[CH2:56][c:57]1[cH:58][cH:59][cH:60][c:61]([NH:62][C:63]([O:64][C:65]([CH3:66])([CH3:67])[CH3:68])=[O:69])[cH:70]1)[CH3:71].[CH2:72]([O:73][C:74](=[O:75])[CH2:76][N:77]([C:78](=[O:79])[CH:80]([NH:81][C:82](=[O:83])[c:84]1[cH:89][cH:90][cH:91][cH:92][cH:93]1)[CH:94]([CH3:95])[CH3:96])[CH2:97][c:98]1[cH:99][cH:100][cH:101][c:102]([NH:85][C:86](=[O:87])[NH2:88])[cH:103]1)[CH3:104]>>[C:1]([c:2]1[cH:3][cH:4][cH:5][cH:6][cH:7]1)(=[O:8])[NH:9][CH:10]([C:11](=[O:12])[N:13]([CH2:14][C:15](=[O:16])[NH:17][CH:18]([CH2:19][C:20](=[O:21])[OH:22])[CH:23]=[O:24])[CH2:25][c:26]1[cH:27][cH:28][cH:29][c:30]([NH:85][C:86](=[O:87])[NH2:88])[cH:31]1)[CH:32]([CH3:33])[CH3:34].